From a dataset of the Open Reaction Database (ORD), a public repository of structured organic reaction records. describe an organic reaction: reactants, conditions, products, and yield Reaction SMILES: [CH3:1][O:2][C:3]([C:4]([Cl:5])([c:6]1[cH:7][cH:8][cH:9][cH:10][cH:11]1)[c:12]1[cH:13][cH:14][cH:15][cH:16][cH:17]1)=[O:18].[CH3:37][OH:38].[CH3:44][C:45]#[N:46].[Cl-:19].[c:20]1([C:21]([c:22]2[cH:23][cH:24][cH:25][cH:26][cH:27]2)([Cl:28])[C:29]([OH:30])=[O:31])[cH:32][cH:33][cH:34][cH:35][cH:36]1.[nH:39]1[cH:40][n:41][cH:42][cH:43]1>>[CH3:1][O:2][C:3]([C:4]([c:6]1[cH:7][cH:8][cH:9][cH:10][cH:11]1)([c:12]1[cH:13][cH:14][cH:15][cH:16][cH:17]1)[c:40]1[nH:39][cH:43][cH:42][n:41]1)=[O:18]. The product is COC(=O)C(c1ccccc1)(c1ccccc1)c1ncc[nH]1. Reactants: COC(=O)C(Cl)(c1ccccc1)c1ccccc1, CO, CC#N, [Cl-], O=C(O)C(Cl)(c1ccccc1)c1ccccc1, c1c[nH]cn1. The reactants are O=C([O-])[O-], CC(C)(Cc1cnc2cc(O)ccn12)[N+](=O)[O-], CCC(C)=O, NC(=O)CCl, [I-], [K+], [K+], [K+]. The product is CC(C)(Cc1cnc2cc(OCC(N)=O)ccn12)[N+](=O)[O-]. Reaction SMILES: [C:23](=[O:24])([O-:25])[O-:26].[CH3:1][C:2]([CH2:3][c:4]1[cH:5][n:6][c:7]2[n:8]1[cH:9][cH:10][c:11]([OH:13])[cH:12]2)([CH3:14])[N+:15](=[O:16])[O-:17].[CH3:31][C:32](=[O:33])[CH2:34][CH3:35].[Cl:18][CH2:19][C:20](=[O:21])[NH2:22].[I-:30].[K+:27].[K+:28].[K+:29]>>[CH3:1][C:2]([CH2:3][c:4]1[cH:5][n:6][c:7]2[n:8]1[cH:9][cH:10][c:11]([O:13][CH2:19][C:20](=[O:21])[NH2:22])[cH:12]2)([CH3:14])[N+:15](=[O:16])[O-:17]. Reactants: C(C1=CC=CC=C1)OC=1C=C(C=CC1)C1=C(C=CC=C1)CC#N ((3′-benzyloxybiphenyl-2-yl)acetonitrile), Cl (HCl). Reagents/catalysts: [Pd] (Pd-C). Run in CO (MeOH). Conditions: time 48 hour. The product is Cl.NCCC1=C(C=CC=C1)C1=CC(=CC=C1)O (1-amino-2-(3′-hydroxybiphenyl-2-yl)ethane hydrochloride). Reaction SMILES: C([O:8][C:9]1[CH:10]=[C:11]([C:15]2[CH:20]=[CH:19][CH:18]=[CH:17][C:16]=2[CH2:21][C:22]#[N:23])[CH:12]=[CH:13][CH:14]=1)C1C=CC=CC=1.[ClH:24]>CO.[Pd]>[ClH:24].[NH2:23][CH2:22][CH2:21][C:16]1[CH:17]=[CH:18][CH:19]=[CH:20][C:15]=1[C:11]1[CH:12]=[CH:13][CH:14]=[C:9]([OH:8])[CH:10]=1 |f:4.5|. Reported procedure: A mixture of (3′-benzyloxybiphenyl-2-yl)acetonitrile from Step B (140 mg, 0.47 mmol), conc. HCl (0.060 mL, 0.73 mmol), and 10% Pd-C (30 mg) in MeOH (15 mL) was shaken under an atmosphere of hydrogen (ca. 50 atm) for 48 hours. The reaction mixture was filtered through a celite pad, washing with MeOH, and the filtrate was concentrated under reduced pressure to give the titled product, which was sufficiently pure for use in the next step. Reactants: CCCC1(C(O)c2cc(F)c(Cl)c(Cl)c2)CCCN1C(=O)OC(C)(C)C, CC(=O)OI1(OC(C)=O)(OC(C)=O)OC(=O)c2ccccc21, ClCCl. Product: CCCC1(C(=O)c2cc(F)c(Cl)c(Cl)c2)CCCN1C(=O)OC(C)(C)C. RXN SMILES: [C:1]([CH3:2])([CH3:3])([CH3:4])[O:5][C:6](=[O:7])[N:8]1[C:9]([CH2:13][CH2:14][CH3:15])([CH:16]([OH:17])[c:18]2[cH:19][c:20]([Cl:26])[c:21]([Cl:25])[c:22]([F:24])[cH:23]2)[CH2:10][CH2:11][CH2:12]1.[CH3:27][C:28]([O:29][I:30]1([O:40][C:41]([CH3:42])=[O:43])([O:44][C:45]([CH3:46])=[O:47])[c:31]2[c:32]([cH:33][cH:34][cH:35][cH:36]2)[C:37](=[O:38])[O:39]1)=[O:48].[Cl:49][CH2:50][Cl:51]>>[C:1]([CH3:2])([CH3:3])([CH3:4])[O:5][C:6](=[O:7])[N:8]1[C:9]([CH2:13][CH2:14][CH3:15])([C:16](=[O:17])[c:18]2[cH:19][c:20]([Cl:26])[c:21]([Cl:25])[c:22]([F:24])[cH:23]2)[CH2:10][CH2:11][CH2:12]1. Reactants: II (iodine), BrCCCC=C (5-bromopent-1-ene), Grignard reagent, BrC1=C(C=C(C=C1)C(F)(F)F)\C=N\S(=O)C(C)(C)C (N-{(E)-[2-bromo-5-(trifluoromethyl)phenyl]methylidene}-2-methylpropane-2-sulfinamide). Solvent: C1CCOC1 (THF), C1CCOC1 (THF). Reaction conditions: temperature 40 celsius. Product: BrC1=C(C=C(C=C1)C(F)(F)F)[C@H](CCCC=C)NS(=O)C(C)(C)C (N-{(1S)-1-[2-bromo-5-(trifluoromethyl)phenyl]hex-5-en-1-yl}-2-methylpropane-2-sulfinamide). The yield is 53.8%. As a reaction SMILES: II.Br[CH2:4][CH2:5][CH2:6][CH:7]=[CH2:8].[Br:9][C:10]1[CH:15]=[CH:14][C:13]([C:16]([F:19])([F:18])[F:17])=[CH:12][C:11]=1/[CH:20]=[N:21]/[S:22]([C:24]([CH3:27])([CH3:26])[CH3:25])=[O:23]>C1COCC1>[Br:9][C:10]1[CH:15]=[CH:14][C:13]([C:16]([F:19])([F:18])[F:17])=[CH:12][C:11]=1[C@@H:20]([NH:21][S:22]([C:24]([CH3:27])([CH3:26])[CH3:25])=[O:23])[CH2:8][CH2:7][CH2:6][CH:5]=[CH2:4]. Procedure details: To a 100 mL three-neck RBF equipped with stir bar and condenser was added Mg (excess), catalytic iodine, THF (20 mL), followed by 5-bromopent-1-ene (1.93 g, 12.9 mmol) added in small increments. The mixture was heated to 40° C. for 1 hour. The reaction was cooled to room temperature and the freshly made Grignard reagent was added via syringe into a 250 mL RBF with N-{(E)-[2-bromo-5-(trifluoromethyl)phenyl]methylidene}-2-methylpropane-2-sulfinamide (2.3 g, 6.5 mmol) in THF (20 mL). Upon completio... The reactants are O=C(Cl)c1ccc(C(=O)Cl)cc1, COC(=O)c1ccc(C(=O)OC)cc1, CO, ClCCl, [Li+], [OH-], O. Product: COC(=O)c1ccc(C(=O)O)cc1. Reaction SMILES: [C:1]([Cl:2])(=[O:3])[c:4]1[cH:5][cH:6][c:7]([C:8]([Cl:9])=[O:10])[cH:11][cH:12]1.[CH3:13][O:14][C:15]([c:16]1[cH:17][cH:18][c:19]([C:20](=[O:21])[O:22][CH3:23])[cH:24][cH:25]1)=[O:26].[CH3:33][OH:34].[Cl:30][CH2:31][Cl:32].[Li+:28].[OH-:27].[OH2:29]>>[CH3:13][O:14][C:15]([c:16]1[cH:17][cH:18][c:19]([C:20](=[O:21])[OH:22])[cH:24][cH:25]1)=[O:26]. Procedure details: A mixture of 11.9 g (45.2 mmol) of N,N-dimethyl-3,5-di-t-butyl-4-hydroxybenzylamine, 18.8 g (37.7 mmol) of di-(1-methoxy-2,2,6,6-tetramethylpiperidin-4-yl) n-butylmalonate, 173 mg of lithium amide, and 100 ml of tetrahydrofuran is refluxed for 90 minutes. The reaction mixture is diluted with ethyl acetate (350 ml). The organic solution is washed with 1N HCl (2×100 ml), water (2×250 ml), and saturated NaHCO3 solution (250 ml), then dried over magnesium sulfate and evaporated to obtain a brown oil... Reactants: CN(C)CC1=CC(=C(C(=C1)C(C)(C)C)O)C(C)(C)C (N,N-dimethyl-3,5-di-t-butyl-4-hydroxybenzylamine), C(CCC)C(C(=O)OC1CC(N(C(C1)(C)C)OC)(C)C)C(=O)OC1CC(N(C(C1)(C)C)OC)(C)C (di-(1-methoxy-2,2,6,6-tetramethylpiperidin-4-yl) n-butylmalonate), [NH2-].[Li+] (lithium amide), O1CCCC1 (tetrahydrofuran). Solvent: O (water), C(C)(=O)OCC (ethyl acetate). Isolated yield 55.0%. Reaction SMILES: CN(CC1C=[C:9]([C:11]([CH3:14])([CH3:13])[CH3:12])[C:8]([OH:15])=[C:7]([C:16]([CH3:19])([CH3:18])[CH3:17])[CH:6]=1)C.[CH2:20]([CH:24]([C:40]([O:42][CH:43]1[CH2:48][C:47]([CH3:50])([CH3:49])[N:46]([O:51][CH3:52])[C:45]([CH3:54])([CH3:53])[CH2:44]1)=[O:41])[C:25]([O:27][CH:28]1[CH2:33][C:32]([CH3:35])([CH3:34])[N:31]([O:36][CH3:37])[C:30]([CH3:39])([CH3:38])[CH2:29]1)=[O:26])[CH2:21][CH2:22][CH3:23].[NH2-].[Li+].O1C[CH2:60][CH2:59][CH2:58]1>C(OCC)(=O)C.O>[C:16]([C:7]1[CH:6]=[C:59]([CH:58]=[C:9]([C:11]([CH3:13])([CH3:14])[CH3:12])[C:8]=1[OH:15])[CH2:60][C:24]([CH2:20][CH2:21][CH2:22][CH3:23])([C:40]([O:42][CH:43]1[CH2:44][C:45]([CH3:53])([CH3:54])[N:46]([O:51][CH3:52])[C:47]([CH3:50])([CH3:49])[CH2:48]1)=[O:41])[C:25]([O:27][CH:28]1[CH2:29][C:30]([CH3:39])([CH3:38])[N:31]([O:36][CH3:37])[C:32]([CH3:34])([CH3:35])[CH2:33]1)=[O:26])([CH3:17])([CH3:18])[CH3:19] |f:2.3|. Product: C(C)(C)(C)C=1C=C(CC(C(=O)OC2CC(N(C(C2)(C)C)OC)(C)C)(C(=O)OC2CC(N(C(C2)(C)C)OC)(C)C)CCCC)C=C(C1O)C(C)(C)C (Di-(1-methoxy-2,2,6,6-tetramethylpiperidin-4-yl) (3,5-Di-t-butyl-4-hydroxybenzyl)-n-butylmalonate). The reactants are ClC1=C(NC(=C1Cl)C)C(=O)NC1CCN(CC1)C1=NC(=NC(=C1)C#N)Cl (3,4-Dichloro-N-[1-(2-chloro-6-cyanopyrimidin-4-yl)piperidin-4-yl]-5-methyl-1H-pyrrole-2-carboxamide), Cl.NO (hydroxylamine hydrochloride), TEA. The solvent is CO (MeOH), CCOC(=O)C (EtOAc). Run at temperature 80 celsius. Yields the product N\C(\C1=CC(=NC(=N1)Cl)N1CCC(CC1)NC(=O)C=1NC(=C(C1Cl)Cl)C)=N/O (N-(1-{6-[(Z)-Amino(hydroxyimino)methyl]-2-chloropyrimidin-4-yl}piperidin-4-yl)-3,4-dichloro-5-methyl-1H-pyrrole-2-carboxamide). Yield: 33.0%. RXN SMILES: [Cl:1][C:2]1[C:6]([Cl:7])=[C:5]([CH3:8])[NH:4][C:3]=1[C:9]([NH:11][CH:12]1[CH2:17][CH2:16][N:15]([C:18]2[CH:23]=[C:22]([C:24]#[N:25])[N:21]=[C:20]([Cl:26])[N:19]=2)[CH2:14][CH2:13]1)=[O:10].Cl.[NH2:28][OH:29]>CO.CCOC(C)=O>[NH2:25]/[C:24](=[N:28]\[OH:29])/[C:22]1[N:21]=[C:20]([Cl:26])[N:19]=[C:18]([N:15]2[CH2:16][CH2:17][CH:12]([NH:11][C:9]([C:3]3[NH:4][C:5]([CH3:8])=[C:6]([Cl:7])[C:2]=3[Cl:1])=[O:10])[CH2:13][CH2:14]2)[CH:23]=1 |f:1.2|. Procedure: 3,4-Dichloro-N-[1-(2-chloro-6-cyanopyrimidin-4-yl)piperidin-4-yl]-5-methyl-1H-pyrrole-2-carboxamide (Example 199, 150 mg, 0.36 mmol), hydroxylamine hydrochloride (25 mg, 0.36 mmol) and TEA (0.05 ml, 0.36 mmol) were combined in MeOH (5 ml), and the reaction was heated at 80° C. for 2 h. The reaction was diluted with EtOAc and washed with water. The aqueous portion was extracted with EtOAc, and the combined organic portions were dried (sodium sulfate), filtered and concentrated to give a pale yell... The reactants are ClOC(CC1=CC=CC=C1)=O (O-chlorophenylacetic acid), CNC(C)O (N-methylamino ethanol), S(=O)(Cl)Cl (thionyl chloride), C1(=CC=CC=C1)C (toluene). Reagents/catalysts: CN(C=O)C (dimethylformamide). The product is ClC1=C(C=CC=C1)CC(=O)N(C)CCO (2-chloro-N-(2-hydroxyethyl)-N-methylbenzeneacetamide). As a reaction SMILES: Cl[O:2][C:3](=O)[CH2:4]C1C=CC=CC=1.S(Cl)([Cl:14])=O.[C:16]1([CH3:22])[CH:21]=[CH:20][CH:19]=[CH:18][CH:17]=1.[CH3:23][NH:24][CH:25]([OH:27])C>CN(C)C=O.C(Cl)Cl>[Cl:14][C:17]1[CH:18]=[CH:19][CH:20]=[CH:21][C:16]=1[CH2:22][C:25]([N:24]([CH2:4][CH2:3][OH:2])[CH3:23])=[O:27]. Solvent: C(Cl)Cl (methylenechloride), C(Cl)Cl (methylene chloride). Reported procedure: A mixture of 125 g. (0.73 mol) of O-chlorophenylacetic acid, 155 g. (1.3 mol) of thionyl chloride and 2-3 drops of dimethylformamide in 1500 ml. of toluene was stirred at room temperature for three hours. The toluene was evaporated under reduced pressure to give an oil which was dissolved in 200 ml. of methylenechloride. This was added dropwise to a solution of 165 g. (2.2 mol) of N-methylamino ethanol in 1 liter of methylene chloride. After addition was complete, the solution was stirred at roo... Run at time 3 hour. Starting materials: ClCCl, OCc1cnc2ccc(Cl)nn12, O=[Mn]=O. Product: O=Cc1cnc2ccc(Cl)nn12. Reaction SMILES: [Cl:13][CH2:14][Cl:15].[Cl:1][c:2]1[cH:3][cH:4][c:5]2[n:6]([n:7]1)[c:8]([CH2:11][OH:12])[cH:9][n:10]2.[O:16]=[Mn:17]=[O:18]>>[Cl:1][c:2]1[cH:3][cH:4][c:5]2[n:6]([n:7]1)[c:8]([CH:11]=[O:12])[cH:9][n:10]2.